Dataset: the Open Reaction Database (ORD), a public repository of structured organic reaction records. Task: describe an organic reaction: reactants, conditions, products, and yield Starting materials: BrC=1C=C(C(N(C1)C)=O)NC1=NC=C(C=C1)N1CC(C1)O (5-Bromo-3-(5-(3-hydroxyazetidin-1-yl)pyridin-2-ylamino)-1-methylpyridin-2(1H)-one), C(C)(=O)OCC1=C(C=CC=C1B1OC(C(O1)(C)C)(C)C)N1C(C=2N(C=3CCCCC3C2)CC1)=O (2-(2-(Acetoxymethyl)-3-(4,4,5,5-tetramethyl-1,3,2-dioxaborolan-2-yl)phenyl)-3,4,6,7,8,9-hexahydropyrazino[1,2-a]indol-1(2H)-one), COCCOC (DME), C([O-])([O-])=O.[Na+].[Na+] (sodium carbonate). The reagents and catalysts are C=1C=CC(=CC1)[P](C=2C=CC=CC2)(C=3C=CC=CC3)[Pd]([P](C=4C=CC=CC4)(C=5C=CC=CC5)C=6C=CC=CC6)([P](C=7C=CC=CC7)(C=8C=CC=CC8)C=9C=CC=CC9)[P](C=1C=CC=CC1)(C=1C=CC=CC1)C=1C=CC=CC1 (Pd(PPh3)4). The solvent is CO (MeOH), C(C)OCC (diethyl ether), O (water), C(C)(=O)OCC (ethyl acetate). Conditions: temperature 135 celsius. Product: C(C)(=O)OCC1=C(C=CC=C1N1C(C=2N(C=3CCCCC3C2)CC1)=O)C1=CN(C(C(=C1)NC1=NC=C(C=C1)N1CC(C1)O)=O)C (2-(5-(5-(3-Hydroxyazetidin-1-yl)pyridin-2-ylamino)-1-methyl-6-oxo-1,6-dihydropyridin-3-yl)-6-(1-oxo-3,4,6,7,8,9-hexahydropyrazino[1,2-a]indol-2(1H)-yl)benzyl Acetate). The yield is 30.1%. RXN SMILES: Br[C:2]1[CH:3]=[C:4]([NH:10][C:11]2[CH:16]=[CH:15][C:14]([N:17]3[CH2:20][CH:19]([OH:21])[CH2:18]3)=[CH:13][N:12]=2)[C:5](=[O:9])[N:6]([CH3:8])[CH:7]=1.[C:22]([O:25][CH2:26][C:27]1[C:32](B2OC(C)(C)C(C)(C)O2)=[CH:31][CH:30]=[CH:29][C:28]=1[N:42]1[CH2:54][CH2:53][N:45]2[C:46]3[CH2:47][CH2:48][CH2:49][CH2:50][C:51]=3[CH:52]=[C:44]2[C:43]1=[O:55])(=[O:24])[CH3:23].COCCOC.C(=O)([O-])[O-].[Na+].[Na+]>C1C=CC([P]([Pd]([P](C2C=CC=CC=2)(C2C=CC=CC=2)C2C=CC=CC=2)([P](C2C=CC=CC=2)(C2C=CC=CC=2)C2C=CC=CC=2)[P](C2C=CC=CC=2)(C2C=CC=CC=2)C2C=CC=CC=2)(C2C=CC=CC=2)C2C=CC=CC=2)=CC=1.CO.C(OCC)C.O.C(OCC)(=O)C>[C:22]([O:25][CH2:26][C:27]1[C:28]([N:42]2[CH2:54][CH2:53][N:45]3[C:46]4[CH2:47][CH2:48][CH2:49][CH2:50][C:51]=4[CH:52]=[C:44]3[C:43]2=[O:55])=[CH:29][CH:30]=[CH:31][C:32]=1[C:2]1[CH:3]=[C:4]([NH:10][C:11]2[CH:16]=[CH:15][C:14]([N:17]3[CH2:20][CH:19]([OH:21])[CH2:18]3)=[CH:13][N:12]=2)[C:5](=[O:9])[N:6]([CH3:8])[CH:7]=1)(=[O:24])[CH3:23] |f:3.4.5,^1:71,73,92,111|. Procedure details: A microwave tube equipped with a magnetic stirrer was charged with 128c (220 mg, 0.6 mmol), 2-(1-oxo-3,4,6,7,8,9-hexahydropyrazino[1,2-a]indol-2(1H)-yl)-6-(4,4,5,5-tetramethyl-1,3,2-dioxaborolan-2-yl)benzyl acetate 114a (350 mg, 0.8 mmol), DME (7 mL) and 1M aqueous sodium carbonate (1.9 mL). After bubbling N2 for 15 min, Pd(PPh3)4 (36 mg, 0.03 mmol) was added. The mixture was heated in microwave to 135° C. for 15 min. After this time, ethyl acetate (10 mL) and water (10 mL) were added. The separ... Reactants: CC(C)(C)OC(=O)N1CCC(=O)CC1, [Li]CCCC, ClCCl, C[Si](C)(C)CCOCn1cnc(-c2cccc(C(F)(F)F)c2)c1, C1CCOC1. Yields the product CC(C)(C)OC(=O)N1CCC(O)(c2nc(-c3cccc(C(F)(F)F)c3)cn2COCC[Si](C)(C)C)CC1. As a reaction SMILES: [C:34]([CH3:35])([CH3:36])([CH3:37])[O:38][C:39](=[O:40])[N:41]1[CH2:42][CH2:43][C:44](=[O:47])[CH2:45][CH2:46]1.[CH2:24]([Li:25])[CH2:26][CH2:27][CH3:28].[Cl:48][CH2:49][Cl:50].[F:1][C:2]([c:3]1[cH:4][c:5](-[c:9]2[n:10][cH:11][n:12]([CH2:14][O:15][CH2:16][CH2:17][Si:18]([CH3:19])([CH3:20])[CH3:21])[cH:13]2)[cH:6][cH:7][cH:8]1)([F:22])[F:23].[O:29]1[CH2:30][CH2:31][CH2:32][CH2:33]1>>[F:1][C:2]([c:3]1[cH:4][c:5](-[c:9]2[n:10][c:11]([C:44]3([OH:47])[CH2:43][CH2:42][N:41]([C:39]([O:38][C:34]([CH3:35])([CH3:36])[CH3:37])=[O:40])[CH2:46][CH2:45]3)[n:12]([CH2:14][O:15][CH2:16][CH2:17][Si:18]([CH3:19])([CH3:20])[CH3:21])[cH:13]2)[cH:6][cH:7][cH:8]1)([F:22])[F:23]. Starting materials: B.C1CCOC1 (BH3.THF), BrC1=CC(=C(C=C1)N[C@H]1C[C@H]2COCC(N2C1)=O)[N+](=O)[O-] ((7S,8aS)-7-(4-bromo-2-nitro-phenylamino)-tetrahydro-pyrrolo[2,1-c][1,4]oxazin-4-one). Run in O1CCCC1 (tetrahydrofuran). Conditions: temperature 0 celsius. The product is BrC1=CC(=C(C=C1)N[C@H]1C[C@H]2COCCN2C1)[N+](=O)[O-] ((4-Bromo-2-nitro-phenyl)-((7S,8aS)-hexahydro-pyrrolo[2,1-c][1,4]oxazin-7-yl)-amine), solid. Isolated yield 83.0%. As a reaction SMILES: B.C1COCC1.[Br:7][C:8]1[CH:13]=[CH:12][C:11]([NH:14][C@@H:15]2[CH2:23][N:22]3[C@H:17]([CH2:18][O:19][CH2:20][C:21]3=O)[CH2:16]2)=[C:10]([N+:25]([O-:27])=[O:26])[CH:9]=1>O1CCCC1>[Br:7][C:8]1[CH:13]=[CH:12][C:11]([NH:14][C@@H:15]2[CH2:23][N:22]3[C@H:17]([CH2:18][O:19][CH2:20][CH2:21]3)[CH2:16]2)=[C:10]([N+:25]([O-:27])=[O:26])[CH:9]=1 |f:0.1|. Procedure: Add BH3.THF (1.0 M in tetrahydrofuran, 0.056 mol, 56 mL) drop wise to a solution of (7S,8aS)-7-(4-bromo-2-nitro-phenylamino)-tetrahydro-pyrrolo[2,1-c][1,4]oxazin-4-one (0.028 mol, 10 g) in tetrahydrofuran (150 mL) at 0 to −5° C. under nitrogen. After complete addition, reflux the reaction mixture for 3 h. Cool the reaction mixture to 0° C., quench with 1 N hydrochloric acid, and then add 1 N aqueous sodium hydroxide solution. Remove tetrahydrofuran under reduced pressure and extract the aqueous ... Reactants: C(CCC)OC1=CC=C(C(=O)O)C=C1 (4-Butoxybenzoic acid), CN1CCC2N(CCC21)C2=CC=C(C=C2)N (4-(4-methylhexahydropyrrolo[3,2-b]pyrrol-1-yl)phenylamine). Yields the product C(CCC)OC1=CC=C(C(=O)NC2=CC=C(C=C2)N2C3C(CC2)N(CC3)C)C=C1 (4-Butoxy-N-[4-(4-methylhexahydropyrrolo[3,2-b]pyrrol-1-yl)phenyl]benzamide). As a reaction SMILES: [CH2:1]([O:5][C:6]1[CH:14]=[CH:13][C:9]([C:10]([OH:12])=O)=[CH:8][CH:7]=1)[CH2:2][CH2:3][CH3:4].[CH3:15][N:16]1[CH:23]2[CH:19]([N:20]([C:24]3[CH:29]=[CH:28][C:27]([NH2:30])=[CH:26][CH:25]=3)[CH2:21][CH2:22]2)[CH2:18][CH2:17]1>>[CH2:1]([O:5][C:6]1[CH:7]=[CH:8][C:9]([C:10]([NH:30][C:27]2[CH:26]=[CH:25][C:24]([N:20]3[CH2:21][CH2:22][CH:23]4[N:16]([CH3:15])[CH2:17][CH2:18][CH:19]34)=[CH:29][CH:28]=2)=[O:12])=[CH:13][CH:14]=1)[CH2:2][CH2:3][CH3:4]. Reported procedure: 4-Butoxybenzoic acid was reacted with 4-(4-methylhexahydropyrrolo[3,2-b]pyrrol-1-yl)phenylamine by method E. The product with the molecular weight of 393.53 (C24H31N3O2); MS (ESI): 394 (M+H+) was obtained in this way. Starting materials: C(C)OC(=O)C1(C(C1)C=C)NC(=O)C1N(CC(C1)OC1=CC(=NC2=CC(=CC=C12)OC)C1=CC=CC=C1)C(=O)N(NC(=O)OC(C)(C)C)CCCCCC=C (1-{[1-(N′-tert-Butoxycarbonyl-N-hept-6-enyl-hydrazinocarbonyl)-4-(7-methoxy-2-phenyl-quinolin-4-yloxy)-pyrrolidine-2-carbonyl]-amino}-2-vinyl-cyclopropanecarboxylic acid ethyl ester). The reagents and catalysts are CC1=CC(=C(C(=C1)C)N2CCN(C2=[Ru](=CC3=C(C=CC=C3)OC(C)C)(Cl)Cl)C4=C(C=C(C=C4C)C)C)C (Hoveyda-Grubbs catalyst). Solvent: ClCCl (dichloromethane). Product: C(C)OC(=O)C12NC(C3CC(CN3C(N(CCCCCC=CC2C1)NC(=O)OC(C)(C)C)=O)OC1=CC(=NC2=CC(=CC=C12)OC)C1=CC=CC=C1)=O (14-tert-Butoxycarbonylamino-18-(7-methoxy-2-phenyl-quinolin-4-yloxy)-2,15-dioxo-3,14,16-triaza-tricyclo[14.3.0.0*4,6*]nonadec-7-ene-4-carboxylic acid ethyl ester). Yield: 20.6%. As a reaction SMILES: [CH2:1]([O:3][C:4]([C:6]1([NH:11][C:12]([CH:14]2[CH2:18][CH:17]([O:19][C:20]3[C:29]4[C:24](=[CH:25][C:26]([O:30][CH3:31])=[CH:27][CH:28]=4)[N:23]=[C:22]([C:32]4[CH:37]=[CH:36][CH:35]=[CH:34][CH:33]=4)[CH:21]=3)[CH2:16][N:15]2[C:38]([N:40]([CH2:49][CH2:50][CH2:51][CH2:52][CH2:53]C=C)[NH:41][C:42]([O:44][C:45]([CH3:48])([CH3:47])[CH3:46])=[O:43])=[O:39])=[O:13])[CH2:8][CH:7]1[CH:9]=[CH2:10])=[O:5])[CH3:2]>ClCCl.CC1C=C(C)C(N2C(=[Ru](Cl)(Cl)=CC3C=CC=CC=3OC(C)C)N(C3C(C)=CC(C)=CC=3C)CC2)=C(C)C=1>[CH2:1]([O:3][C:4]([C:6]12[CH2:8][CH:7]1[CH:9]=[CH:10][CH2:53][CH2:52][CH2:51][CH2:50][CH2:49][N:40]([NH:41][C:42]([O:44][C:45]([CH3:47])([CH3:48])[CH3:46])=[O:43])[C:38](=[O:39])[N:15]1[CH:14]([CH2:18][CH:17]([O:19][C:20]3[C:29]4[C:24](=[CH:25][C:26]([O:30][CH3:31])=[CH:27][CH:28]=4)[N:23]=[C:22]([C:32]4[CH:33]=[CH:34][CH:35]=[CH:36][CH:37]=4)[CH:21]=3)[CH2:16]1)[C:12](=[O:13])[NH:11]2)=[O:5])[CH3:2]. Procedure: Compound 16 (200 mg, 0.26 mmol) was dissolved in degassed dichloromethane (30 ml). Hoveyda-Grubbs catalyst II generation (16 mg, 0.026 mmol) was then added and the mixture was refluxed under argon atmosphere overnight. The solvent was then evaporated and the crude product was purified by silica chromatography (1% methanol in ether) which gave the title compound (39 mg, 20%). MS (M+H+) 728.2. Reactants: ClC1=NC(=CC(=C1)Cl)C (2,4-dichloro-6-methylpyridine), CC1=NNC(=N1)C (3,5-dimethyl-1H-1,2,4-triazole), C([O-])([O-])=O.[Cs+].[Cs+] (cesium carbonate). The solvent is CN(C)C=O (DMF), C(C)(=O)OCC (ethyl acetate). Reaction conditions: temperature 100 celsius. Yields the product ClC1=NC(=CC(=C1)N1N=C(N=C1C)C)C (2-chloro-4-(3,5-dimethyl-1H-1,2,4-triazol-1-yl)-6-methylpyridine). As a reaction SMILES: [Cl:1][C:2]1[CH:7]=[C:6](Cl)[CH:5]=[C:4]([CH3:9])[N:3]=1.[CH3:10][C:11]1[N:15]=[C:14]([CH3:16])[NH:13][N:12]=1.C(=O)([O-])[O-].[Cs+].[Cs+]>CN(C=O)C.C(OCC)(=O)C>[Cl:1][C:2]1[CH:7]=[C:6]([N:12]2[C:11]([CH3:10])=[N:15][C:14]([CH3:16])=[N:13]2)[CH:5]=[C:4]([CH3:9])[N:3]=1 |f:2.3.4|. Reported procedure: A mixture of 2,4-dichloro-6-methylpyridine (24-1, 2.15 g, 13.3 mmol), 3,5-dimethyl-1H-1,2,4-triazole (1.29 g, 13.3 mmol), and cesium carbonate (5.20 g, 16.0 mmol) in DMF (15 mL) was heated at 100° C. for 20 hours and cooled to room temperature. The mixture was diluted with ethyl acetate (250 mL) and washed with brine (4×250 mL). The organic layer was dried over sodium sulfate, filtered, and concentrated. The residue was purified by silica gel column chromatography (0-90% ethyl acetate in hexanes... The product is BrC=1C=C(C(=O)O)C=C(C1)CO (3-Bromo-5-(hydroxymethyl)benzoic acid). Reaction SMILES: [Br:1][C:2]1[CH:3]=[C:4]([CH:8]=[C:9]([C:11]([O:13]C)=[O:12])[CH:10]=1)[C:5](O)=[O:6].[BH4-].[Li+].C(O)C.Cl>O1CCCC1>[Br:1][C:2]1[CH:10]=[C:9]([CH:8]=[C:4]([CH2:5][OH:6])[CH:3]=1)[C:11]([OH:13])=[O:12] |f:1.2|. The solvent is O1CCCC1 (tetrahydrofuran). Reported procedure: To an ice-cold solution of 3-bromo-5-(methoxycarbonyl)benzoic acid prepared by the method in Preparation 2 (10.3 g, 40 mmol) in anhydrous tetrahydrofuran (100 mL) is added lithium borohydride (12 g, 550 mmol) portion-wise. The reaction is stirred 4 h at this temperature. Absolute ethanol (20 mL) is added dropwise, and the reaction is stirred 1.5 h. The reaction is slowly poured on ice, and 10% hydrochloric acid (aq) is added until gas evolution ceased. The aqueous layer is extracted with chlorof... Run at time 4 hour. Reactants: Cl (hydrochloric acid), [BH4-].[Li+] (lithium borohydride), C(C)O (ethanol), ice, BrC=1C=C(C(=O)O)C=C(C1)C(=O)OC (3-bromo-5-(methoxycarbonyl)benzoic acid), 2. Starting materials: CSc1nc(Nc2cccc(OCc3ccccc3)c2)cc(N(C)C)n1, O=C(OO)c1cccc(Cl)c1, ClCCl. Yields the product CN(C)c1cc(Nc2cccc(OCc3ccccc3)c2)nc(S(C)=O)n1. As a reaction SMILES: [CH2:1]([c:2]1[cH:3][cH:4][cH:5][cH:6][cH:7]1)[O:8][c:9]1[cH:10][c:11]([NH:15][c:16]2[n:17][c:18]([S:25][CH3:26])[n:19][c:20]([N:22]([CH3:23])[CH3:24])[cH:21]2)[cH:12][cH:13][cH:14]1.[Cl:27][c:28]1[cH:29][cH:30][cH:31][c:32]([C:33]([O:34][OH:36])=[O:35])[cH:37]1.[Cl:38][CH2:39][Cl:40]>>[CH2:1]([c:2]1[cH:3][cH:4][cH:5][cH:6][cH:7]1)[O:8][c:9]1[cH:10][c:11]([NH:15][c:16]2[n:17][c:18]([S:25]([CH3:26])=[O:35])[n:19][c:20]([N:22]([CH3:23])[CH3:24])[cH:21]2)[cH:12][cH:13][cH:14]1. The reactants are CCOC(C)=O, Cl, CC(C)(C)OC(=O)NC12CC3CC1CC(Cn1cnnn1)(C3)C2. Product: Cl, NC12CC3CC1CC(Cn1cnnn1)(C3)C2. As a reaction SMILES: [CH3:25][CH2:26][O:27][C:28]([CH3:29])=[O:30].[ClH:24].[n:1]1([CH2:6][C:7]23[CH2:8][C:9]4([NH:16][C:17](=[O:18])[O:19][C:20]([CH3:21])([CH3:22])[CH3:23])[CH2:10][CH:11]([CH2:12][CH:13]4[CH2:14]2)[CH2:15]3)[n:2][n:3][n:4][cH:5]1>>[ClH:24].[n:1]1([CH2:6][C:7]23[CH2:8][C:9]4([NH2:16])[CH2:10][CH:11]([CH2:12][CH:13]4[CH2:14]2)[CH2:15]3)[n:2][n:3][n:4][cH:5]1.